Dataset: the Open Reaction Database (ORD), a public repository of structured organic reaction records. Task: describe an organic reaction: reactants, conditions, products, and yield Starting materials: ClC1=C(C=CC=C1)C1CC(C=2C(=CC(NC2C1)=O)C)=O (7-(2-chlorophenyl)-4-methyl-1,2,5,6,7,8-hexahydroquinoline-2,5-dione), C(=N)(N)NN.Cl (aminoguanidine hydrochloride), C(C)OCCO (2-ethoxyethanol), Cl (hydrochloric acid). Reaction conditions: temperature 135 celsius, time 1 hour. Yields the product Cl.ClC1=C(C=CC=C1)C1CC(C=2C(=CC(NC2C1)=O)C)=NNC(=N)N (7-(2-chlorophenyl)-5-guanidinoimino-4-methyl-1,2,5,6,7,8-hexahydroquinolin-2-one hydrochloride). Yield: 157.6%. Reaction SMILES: [Cl:1][C:2]1[CH:7]=[CH:6][CH:5]=[CH:4][C:3]=1[CH:8]1[CH2:17][C:16]2[NH:15][C:14](=[O:18])[CH:13]=[C:12]([CH3:19])[C:11]=2[C:10](=O)[CH2:9]1.[C:21]([NH:24][NH2:25])([NH2:23])=[NH:22].Cl.C(OCCO)C.Cl>>[ClH:1].[Cl:1][C:2]1[CH:7]=[CH:6][CH:5]=[CH:4][C:3]=1[CH:8]1[CH2:17][C:16]2[NH:15][C:14](=[O:18])[CH:13]=[C:12]([CH3:19])[C:11]=2[C:10](=[N:25][NH:24][C:21]([NH2:23])=[NH:22])[CH2:9]1 |f:1.2,5.6|. Procedure details: To a mixture of 7-(2-chlorophenyl)-4-methyl-1,2,5,6,7,8-hexahydroquinoline-2,5-dione (0.144 g) and aminoguanidine hydrochloride (61 mg) were added 2-ethoxyethanol (2.5 ml) and concentrated hydrochloric acid (0.1 ml), and the mixture was stirred at 135° C. for 1 hour and cooled. Precipitated crystals were filtered, washed with methanol and dried to give 7-(2-chlorophenyl)-5-guanidinoimino-4-methyl-1,2,5,6,7,8-hexahydroquinolin-2-one hydrochloride (Compound 139) (0.15 g) as colorless crystals. Reactants: NC1=C(C=C(C=C1)C)C(=O)C1CC1 ((2-amino-5-methyl-phenyl)-cyclopropyl-methanone), CON(C(=O)C1CCCCC1)C (cyclohexanecarboxylic acid methoxy-methyl-amide). The product is NC1=C(C=C(C=C1)C)C(=O)C1CCCCC1 ((2-amino-5-methyl-phenyl)-cyclohexyl-methanone). Isolated yield 75.0%. As a reaction SMILES: [NH2:1][C:2]1[CH:7]=[CH:6][C:5]([CH3:8])=[CH:4][C:3]=1[C:9]([CH:11]1[CH2:13][CH2:12]1)=[O:10].CON(C)[C:17]([CH:19]1CCCC[CH2:20]1)=O>>[NH2:1][C:2]1[CH:7]=[CH:6][C:5]([CH3:8])=[CH:4][C:3]=1[C:9]([CH:11]1[CH2:13][CH2:12][CH2:20][CH2:19][CH2:17]1)=[O:10]. Procedure: Crude (2-amino-5-methyl-phenyl)-cyclohexyl-methanone (75%, oil) was prepared in a similar fashion as described for (2-amino-5-methyl-phenyl)-cyclopropyl-methanone using cyclohexanecarboxylic acid methoxy-methyl-amide instead of cyclopropanecarboxylic acid methoxy-methyl-amide. Reactants: NC1=NC=C(C=C1)Br (2-Amino-5-bromopyridine), CC(CCC(C)=O)=O (2,5-hexanedione), C1(=CC=C(C=C1)S(=O)(=O)O)C (p-toluenesulfonic acid). Solvent: CCCCCCC (heptane). Conditions: temperature 20 celsius, time 2 hour. Yields the product BrC=1C=CC(=NC1)N1C(=CC=C1C)C (5-Bromo-2-(2,5-dimethylpyrrol-1-yl)pyridine). Isolated yield 80.0%. Reaction SMILES: [NH2:1][C:2]1[CH:7]=[CH:6][C:5]([Br:8])=[CH:4][N:3]=1.[CH3:9][C:10](=O)[CH2:11][CH2:12][C:13](=O)[CH3:14].C1(C)C=CC(S(O)(=O)=O)=CC=1>CCCCCCC>[Br:8][C:5]1[CH:6]=[CH:7][C:2]([N:1]2[C:13]([CH3:14])=[CH:12][CH:11]=[C:10]2[CH3:9])=[N:3][CH:4]=1. Procedure: 2-Amino-5-bromopyridine (6.0 Kg, 34.7 mol), 2,5-hexanedione (4.35 Kg, 38.2 mol) and p-toluenesulfonic acid (12 g) were dissolved in heptane (36 L) and refluxed under Dean Stark conditions overnight. The equipment was set for distillation and heptane (18 L) was removed by distillation. The mixture was cooled to 20° C. for 60 minutes. Seed crystals were added and the mixture granulated at 20° C. for 2 hours and then at 5° C. overnight. The product was collected by filtration, washed with heptane (... The reactants are BrC1=C(C=CC(=C1)C)O (2-bromo-4-methylphenol), BrCCBr (1,2-dibromoethane), [OH-].[Na+] (NaOH). The solvent is O (water). Reaction conditions: temperature 100 celsius, time 24 hour. The product is BrC1=C(C=CC(=C1)C)OCCBr (2-bromo-1-(2-bromoethoxy)-4-methylbenzene). Reaction SMILES: [Br:1][C:2]1[CH:7]=[C:6]([CH3:8])[CH:5]=[CH:4][C:3]=1[OH:9].[Br:10][CH2:11][CH2:12]Br.[OH-].[Na+]>O>[Br:1][C:2]1[CH:7]=[C:6]([CH3:8])[CH:5]=[CH:4][C:3]=1[O:9][CH2:12][CH2:11][Br:10] |f:2.3|. Reported procedure: A mixture of 2-bromo-4-methylphenol (5.0 g, 26 mmol), 1,2-dibromoethane (7.0 g, 37 mmol) in water (20 mL) and NaOH (1.1 g, 28 mmol) was stirred at 100° C. for 24 h. The mixture was extracted with DCM (150 mL), washed with water, brine, dried and concentrated. The residue was purified by column chromatography on silica gel eluting with hexanes/EtOAc (20:1) to give the title compound (1a). The reactants are [BH4-], ClCCl, CCO, COc1cccc2c1OC(C)(C)C2=O, [Na+]. Yields the product COc1cccc2c1OC(C)(C)C2O. Reaction SMILES: [BH4-:1].[CH2:20]([Cl:21])[Cl:22].[CH3:17][CH2:18][OH:19].[CH3:3][O:4][c:5]1[cH:6][cH:7][cH:8][c:9]2[c:13]1[O:12][C:11]([CH3:14])([CH3:15])[C:10]2=[O:16].[Na+:2]>>[CH3:3][O:4][c:5]1[cH:6][cH:7][cH:8][c:9]2[c:13]1[O:12][C:11]([CH3:14])([CH3:15])[CH:10]2[OH:16]. Reactants: N#Cc1ccccc1CCl, C1CCOC1, CCCCCC, CCN(C(C)C)C(C)C, CCCCc1nnc(SCc2ccc(Cl)cc2)n1Cc1ccc(N)cc1. The product is CCCCc1nnc(SCc2ccc(Cl)cc2)n1Cc1ccc(NC(=O)c2ccccc2C#N)cc1. As a reaction SMILES: [C:36](#[N:37])[c:38]1[c:39]([CH2:40][Cl:41])[cH:42][cH:43][cH:44][cH:45]1.[CH2:46]1[CH2:49][CH2:48][CH2:47][O:50]1.[CH3:51][CH2:52][CH2:53][CH2:54][CH2:55][CH3:56].[CH:27]([N:28]([CH2:29][CH3:30])[CH:31]([CH3:32])[CH3:33])([CH3:34])[CH3:35].[NH2:1][c:2]1[cH:3][cH:4][c:5]([CH2:6][n:7]2[c:8]([CH2:21][CH2:22][CH2:23][CH3:24])[n:9][n:10][c:11]2[S:12][CH2:13][c:14]2[cH:15][cH:16][c:17]([Cl:20])[cH:18][cH:19]2)[cH:25][cH:26]1>>[NH:1]([c:2]1[cH:3][cH:4][c:5]([CH2:6][n:7]2[c:8]([CH2:21][CH2:22][CH2:23][CH3:24])[n:9][n:10][c:11]2[S:12][CH2:13][c:14]2[cH:15][cH:16][c:17]([Cl:20])[cH:18][cH:19]2)[cH:25][cH:26]1)[C:40]([c:39]1[c:38]([C:36]#[N:37])[cH:45][cH:44][cH:43][cH:42]1)=[O:50]. The reactants are COC(=O)CCc1ccc(OCc2cccc(Br)c2)cc1, COc1cccc(OC)c1B(O)O. Yields the product COC(=O)CCc1ccc(OCc2cccc(-c3c(OC)cccc3OC)c2)cc1. As a reaction SMILES: [Br:1][c:2]1[cH:3][c:4]([CH2:5][O:6][c:7]2[cH:8][cH:9][c:10]([CH2:13][CH2:14][C:15](=[O:16])[O:17][CH3:18])[cH:11][cH:12]2)[cH:19][cH:20][cH:21]1.[CH3:22][O:23][c:24]1[c:25]([B:32]([OH:33])[OH:34])[c:26]([O:30][CH3:31])[cH:27][cH:28][cH:29]1>>[c:2]1(-[c:25]2[c:24]([O:23][CH3:22])[cH:29][cH:28][cH:27][c:26]2[O:30][CH3:31])[cH:3][c:4]([CH2:5][O:6][c:7]2[cH:8][cH:9][c:10]([CH2:13][CH2:14][C:15](=[O:16])[O:17][CH3:18])[cH:11][cH:12]2)[cH:19][cH:20][cH:21]1. The reactants are [H][H] (hydrogen), FC1=C(C=CC(=C1)F)CCC#N (3-(2,4-difluorophenyl)propionitrile), [H][H] (hydrogen), N (ammonia). Reagents/catalysts: [Ni] (Raney nickel). Run in C(C)O (ethanol), C(C)O (ethanol). The product is FC1=C(C=CC(=C1)F)CCCN (3-(2,4-Difluorophenyl)propylamine). Reaction SMILES: [F:1][C:2]1[CH:7]=[C:6]([F:8])[CH:5]=[CH:4][C:3]=1[CH2:9][CH2:10][C:11]#[N:12].N.[H][H]>C(O)C.[Ni]>[F:1][C:2]1[CH:7]=[C:6]([F:8])[CH:5]=[CH:4][C:3]=1[CH2:9][CH2:10][CH2:11][NH2:12]. Procedure: 33.4 g (0.20 mol) of 3-(2,4-difluorophenyl)propionitrile are dissolved in 200 ml of ethanol and, after 2.8 g of Raney nickel in ethanol have been added and after 34 g (2.0 mol) of ammonia gas have been injected, are hydrogenated using hydrogen gas in a pressurized reactor at 75°-80° C. The take-up of hydrogen is complete after about 3 hours. The reaction mixture is cooled, decompressed and filtered and then freed from solvent on a vacuum rotary evaporator. The resultant oil is subjected to fract...